Dataset: the Open Reaction Database (ORD), a public repository of structured organic reaction records. Task: describe an organic reaction: reactants, conditions, products, and yield The reactants are [Na+], COC(=O)c1ccc(C(=O)OC)c(Oc2ccccc2)c1, [OH-], O. The product is COC(=O)c1ccc(C(=O)O)cc1Oc1ccccc1. RXN SMILES: [Na+:23].[O:1]([c:2]1[cH:3][cH:4][cH:5][cH:6][cH:7]1)[c:8]1[c:9]([C:10](=[O:11])[O:12][CH3:13])[cH:14][cH:15][c:16]([C:18](=[O:19])[O:20][CH3:21])[cH:17]1.[OH-:22].[OH2:24]>>[O:1]([c:2]1[cH:3][cH:4][cH:5][cH:6][cH:7]1)[c:8]1[c:9]([C:10](=[O:11])[O:12][CH3:13])[cH:14][cH:15][c:16]([C:18](=[O:19])[OH:20])[cH:17]1. Reactants: BrC(CC12CC3CC(CC(C1)C3)C2)Br (1-(2,2-dibromoethyl)adamantane), C=CBr (polyvinyl bromide), CC(C)([O-])C.[K+] (potassium t-butoxide). Run in COCCOCCOCCOC (triglyme), O (water). Run at temperature 160 celsius. Product: C(#C)C12CC3CC(CC(C1)C3)C2 (1-ethynyladamantane). RXN SMILES: Br[CH:2](Br)[CH2:3][C:4]12[CH2:13][CH:8]3[CH2:9][CH:10]([CH2:12][CH:6]([CH2:7]3)[CH2:5]1)[CH2:11]2.C=CBr.CC(C)([O-])C.[K+]>COCCOCCOCCOC.O>[C:3]([C:4]12[CH2:13][CH:8]3[CH2:9][CH:10]([CH2:12][CH:6]([CH2:7]3)[CH2:5]1)[CH2:11]2)#[CH:2] |f:2.3|. Reported procedure: A solution of 45 g (0.17 mol) of 1-bromoadamantane in 60 ml of vinyl bromide was cooled to -65° C. and 10 g of aluminum bromide was added portionwise over 2 h. The mixture was then poured on to 500 g of ice, neutralized with 10% aqueous sodium carbonate solution, and extracted with 3×100 ml of methylene chloride. The combined extracts were dried (MgSO4) and evaporated to yield 70 g of an oil containing 1-(2,2-dibromoethyl)adamantane and polyvinyl bromide (NMR). This oil was dissolved in 100 ml o... The reactants are NC1=NC(=NC(=N1)SC)C(C)(C)Cl (2-amino-4-methylthio-6-(1-chloroisopropyl)-1,3,5-triazine), ClC(Cl)(Cl)Cl (tetrachloromethane), ClCl (Chlorine), C([O-])([O-])=O.[K+].[K+] (potassium carbonate). Solvent: ClC(Cl)Cl (trichloromethane). Reaction conditions: time 5 minute. The product is NC1=NC(=NC(=N1)Cl)C(C)(C)Cl (2-amino-4-chloro-6-(1-chloroisopropyl)-1,3,5-triazine). Isolated yield 10.0%. RXN SMILES: ClCl.[NH2:3][C:4]1[N:9]=[C:8](SC)[N:7]=[C:6]([C:12]([Cl:15])([CH3:14])[CH3:13])[N:5]=1.[Cl:16]C(Cl)(Cl)Cl.C(=O)([O-])[O-].[K+].[K+]>ClC(Cl)Cl>[NH2:3][C:4]1[N:9]=[C:8]([Cl:16])[N:7]=[C:6]([C:12]([Cl:15])([CH3:14])[CH3:13])[N:5]=1 |f:3.4.5|. Procedure: Chlorine gas was passed at 35 to 40° C. into a solution of 5 g of 2-amino-4-methylthio-6-(1-chloroisopropyl)-1,3,5-triazine in 0.1 l of trichloromethane (or tetrachloromethane) (15 min). 10 g of potassium carbonate were added to the reaction mixture at room temperature, and the mixture was stirred for 5 minutes and filtered and the solvent removed in vacuo. This gave a product mixture in which approximately 0.5 g (10%) of 2-amino-4-chloro-6-(1-chloroisopropyl)-1,3,5-triazine are present (detecti...